The task is: describe an organic reaction: reactants, conditions, products, and yield. This data is from the Open Reaction Database (ORD), a public repository of structured organic reaction records. The reactants are CS(=O)(=O)OCC(CO)(C)NCC=1C=C2C=3C=CC=CC3C=CC2=C2C=CC=CC12 (2-((6-Chrysenylmethyl)amino)-2-methyl-1,3-propanediol methanesulfonate), ClC1=CC2=C3C=CC=CC3=C(C=C2C=2C=CC=CC12)C=O (12-Chloro-6-chrysenecarbaldehyde), NC(CO)(CO)C (2-amino-2-methyl-1,3-propanediol). Product: CS(=O)(=O)OCC(CO)(C)NCC=1C=C2C=3C=CC=CC3C(=CC2=C2C=CC=CC12)Cl (2-(((12-chloro-6-chrysenyl)methyl)amino)-2-methyl-1,3-propanediol methanesulfonate). As a reaction SMILES: [CH3:1][S:2]([O:5][CH2:6][C:7]([NH:11][CH2:12][C:13]1[CH:14]=[C:15]2[C:24](=[C:25]3[C:30]=1[CH:29]=[CH:28][CH:27]=[CH:26]3)[CH:23]=[CH:22][C:21]1[CH:20]=[CH:19][CH:18]=[CH:17][C:16]2=1)([CH3:10])[CH2:8][OH:9])(=[O:4])=[O:3].[Cl:31]C1C2C=CC=CC=2C2C(=C3C(=C(C=O)C=2)C=CC=C3)C=1.NC(C)(CO)CO>>[CH3:1][S:2]([O:5][CH2:6][C:7]([NH:11][CH2:12][C:13]1[CH:14]=[C:15]2[C:24](=[C:25]3[C:30]=1[CH:29]=[CH:28][CH:27]=[CH:26]3)[CH:23]=[C:22]([Cl:31])[C:21]1[CH:20]=[CH:19][CH:18]=[CH:17][C:16]2=1)([CH3:10])[CH2:8][OH:9])(=[O:4])=[O:3]. Reported procedure: Using the reductive amination procedure outlined in 1C, 12-chloro-6-chrysenecarbaldehyde (4A) and 2-amino-2-methyl-1,3-propanediol (Aldrich) gave 2-(((12-chloro-6-chrysenyl)methyl)amino)-2-methyl-1,3-propanediol methanesulfonate.1/3H2O mp 233°-233.5° (dec), (EtOH/Et2O), (C,H,Cl,N,S). Starting materials: C(C=C)(=O)OCCCCCCCCCCCCCCCCCCCCCC (behenyl acrylate), C(C=C)(=O)OCCCCCCCCCCCCCCCCCCCCCC (behenyl acrylate). Solvent: C1CCOC1 (THF), CO (methanol). Yields the product polymer 13, C=CC1=CC=CC=C1 (styrene), C(C=C)(=O)OCCCCCCCCCCCCCCCCCCCCCC (behenyl acrylate). RXN SMILES: [C:1]([O:5][CH2:6][CH2:7][CH2:8][CH2:9][CH2:10][CH2:11][CH2:12][CH2:13][CH2:14][CH2:15][CH2:16][CH2:17][CH2:18][CH2:19][CH2:20][CH2:21][CH2:22][CH2:23][CH2:24][CH2:25][CH2:26][CH3:27])(=[O:4])[CH:2]=[CH2:3]>C1COCC1.CO>[CH2:27]=[CH:26][C:25]1[CH:20]=[CH:21][CH:22]=[CH:23][CH:24]=1.[C:1]([O:5][CH2:6][CH2:7][CH2:8][CH2:9][CH2:10][CH2:11][CH2:12][CH2:13][CH2:14][CH2:15][CH2:16][CH2:17][CH2:18][CH2:19][CH2:20][CH2:21][CH2:22][CH2:23][CH2:24][CH2:25][CH2:26][CH3:27])(=[O:4])[CH:2]=[CH2:3]. Procedure: After that, 40.0 parts by mass of behenyl acrylate was added and the polymerization was continued at 130° C. to cause chain extension with behenyl acrylate. The polymerization product was dissolved in 100.0 parts by mass of THF and taken out and dropped in methanol to reprecipitate the compound. The precipitate was then filtered and subjected to repeated washing with methanol and then to vacuum drying at 40° C. Thus, a block polymer 13 of styrene and behenyl acrylate was obtained. Starting materials: NNc1ccc(Br)cc1, O=C([O-])[O-], CN(C)C1CCC(=O)CC1, CCO, Cl, [K+], [K+], c1ccncc1. Yields the product CN(C)C1CCC(=NNc2ccc(Br)cc2)CC1. Reaction SMILES: [Br:12][c:13]1[cH:14][cH:15][c:16]([NH:19][NH2:20])[cH:17][cH:18]1.[C:27](=[O:28])([O-:29])[O-:30].[CH3:1][N:2]([CH:3]1[CH2:4][CH2:5][C:6](=[O:9])[CH2:7][CH2:8]1)[CH3:10].[CH3:33][CH2:34][OH:35].[ClH:11].[K+:31].[K+:32].[cH:21]1[cH:22][cH:23][n:24][cH:25][cH:26]1>>[CH3:1][N:2]([CH:3]1[CH2:4][CH2:5][C:6](=[N:20][NH:19][c:16]2[cH:15][cH:14][c:13]([Br:12])[cH:18][cH:17]2)[CH2:7][CH2:8]1)[CH3:10].